From a dataset of the Open Reaction Database (ORD), a public repository of structured organic reaction records. describe an organic reaction: reactants, conditions, products, and yield Yields the product CC1(C)C(=O)N(Cl)C(C)(C)N1Br. Reaction SMILES: [Br-:29].[Br:13].[Br:17][N:18]1[C:19]([CH3:27])([CH3:28])[N:20]([Br:26])[C:21](=[O:25])[C:22]1([CH3:23])[CH3:24].[CH3:1][C:2]1([CH3:3])[NH:4][C:5](=[O:6])[C:7]([CH3:8])([CH3:9])[NH:10]1.[Cl:16].[Cl:31][C:32]([Cl:33])([Cl:34])[Cl:35].[H:14][H:15].[K+:30].[Na+:12].[OH-:11].[OH2:36]>>[Br:17][N:18]1[C:19]([CH3:27])([CH3:28])[N:20]([Cl:31])[C:21](=[O:25])[C:22]1([CH3:23])[CH3:24]. Starting materials: [Br-], Br, CC1(C)C(=O)N(Br)C(C)(C)N1Br, CC1(C)NC(=O)C(C)(C)N1, Cl, ClC(Cl)(Cl)Cl, [H][H], [K+], [Na+], [OH-], O.